Task: describe an organic reaction: reactants, conditions, products, and yield. Dataset: the Open Reaction Database (ORD), a public repository of structured organic reaction records Reactants: Cl.C(C1=CC=CC=C1)N1C=NC=C1CC=C(C1=CC=CC=C1)C1=CC=C(C=C1)C#N (1-benzyl-5-[3-(4-cyanophenyl)-3-phenyl-2-propenyl]-1H-imidazole hydrochloride). The reagents and catalysts are C(C)O (ethanol). Yields the product C(#N)C1=CC=C(C=C1)C(CCC=1N=CNC1)C1=CC=CC=C1 (4-[3-(4-cyanophenyl)-3-phenylpropyl]-1H-imidazole). Reaction SMILES: Cl.C([N:9]1[C:13]([CH2:14][CH:15]=[C:16]([C:23]2[CH:28]=[CH:27][C:26]([C:29]#[N:30])=[CH:25][CH:24]=2)[C:17]2[CH:22]=[CH:21][CH:20]=[CH:19][CH:18]=2)=[CH:12][N:11]=[CH:10]1)C1C=CC=CC=1>C(O)C>[C:29]([C:26]1[CH:25]=[CH:24][C:23]([CH:16]([C:17]2[CH:22]=[CH:21][CH:20]=[CH:19][CH:18]=2)[CH2:15][CH2:14][C:13]2[N:9]=[CH:10][NH:11][CH:12]=2)=[CH:28][CH:27]=1)#[N:30] |f:0.1|. Procedure details: 1-benzyl-5-[3-(4-cyanophenyl)-3-phenyl-2-propenyl]-1H-imidazole hydrochloride is hydrogenated in ethanol using 10% Pd/C as a catalyst. The reactants are CCCCCCCNC(=O)N(C)c1cccc(-c2ccc(CC(OCc3ccccc3)C(=O)OC)cc2)c1, CO, CC(=O)O, [Na+], C1CCOC1, [OH-], O. Product: CCCCCCCNC(=O)N(C)c1cccc(-c2ccc(CC(OCc3ccccc3)C(=O)O)cc2)c1. Reaction SMILES: [CH2:3]([c:4]1[cH:5][cH:6][cH:7][cH:8][cH:9]1)[O:10][CH:11]([C:12](=[O:13])[O:14][CH3:15])[CH2:16][c:17]1[cH:18][cH:19][c:20](-[c:23]2[cH:24][c:25]([N:29]([C:30](=[O:31])[NH:32][CH2:33][CH2:34][CH2:35][CH2:36][CH2:37][CH2:38][CH3:39])[CH3:40])[cH:26][cH:27][cH:28]2)[cH:21][cH:22]1.[CH3:41][OH:42].[CH3:49][C:50](=[O:51])[OH:52].[Na+:2].[O:43]1[CH2:44][CH2:45][CH2:46][CH2:47]1.[OH-:1].[OH2:48]>>[CH2:3]([c:4]1[cH:5][cH:6][cH:7][cH:8][cH:9]1)[O:10][CH:11]([C:12](=[O:13])[OH:14])[CH2:16][c:17]1[cH:18][cH:19][c:20](-[c:23]2[cH:24][c:25]([N:29]([C:30](=[O:31])[NH:32][CH2:33][CH2:34][CH2:35][CH2:36][CH2:37][CH2:38][CH3:39])[CH3:40])[cH:26][cH:27][cH:28]2)[cH:21][cH:22]1.